describe an organic reaction: reactants, conditions, products, and yield From a dataset of the Open Reaction Database (ORD), a public repository of structured organic reaction records. Starting materials: C=CCCOC1CCCCO1, ClCCl, C=CC(=O)O. The product is O=C(O)C=CCCOC1CCCCO1. Reaction SMILES: [CH2:6]([CH2:7][CH:8]=[CH2:9])[O:10][CH:11]1[O:12][CH2:13][CH2:14][CH2:15][CH2:16]1.[Cl:17][CH2:18][Cl:19].[OH:1][C:2](=[O:3])[CH:4]=[CH2:5]>>[O:1]=[C:2]([OH:3])[CH:9]=[CH:8][CH2:7][CH2:6][O:10][CH:11]1[O:12][CH2:13][CH2:14][CH2:15][CH2:16]1. Yields the product Cc1c(C=O)c2cc([N+](=O)[O-])ccc2n1Cc1ccccc1. The reactants are BrCc1ccccc1, O=C([O-])[O-], Cc1[nH]c2ccc([N+](=O)[O-])cc2c1C=O, CCOC(C)=O, [K+], [K+], CN(C)C=O. RXN SMILES: [Br:22][CH2:23][c:24]1[cH:25][cH:26][cH:27][cH:28][cH:29]1.[C:16](=[O:17])([O-:18])[O-:19].[CH3:1][c:2]1[nH:3][c:4]2[cH:5][cH:6][c:7]([N+:13](=[O:14])[O-:15])[cH:8][c:9]2[c:10]1[CH:11]=[O:12].[CH3:35][CH2:36][O:37][C:38]([CH3:39])=[O:40].[K+:20].[K+:21].[O:30]=[CH:31][N:32]([CH3:33])[CH3:34]>>[CH3:1][c:2]1[n:3]([CH2:23][c:24]2[cH:25][cH:26][cH:27][cH:28][cH:29]2)[c:4]2[cH:5][cH:6][c:7]([N+:13](=[O:14])[O-:15])[cH:8][c:9]2[c:10]1[CH:11]=[O:12].